describe an organic reaction: reactants, conditions, products, and yield From a dataset of the Open Reaction Database (ORD), a public repository of structured organic reaction records. Starting materials: C(C1=CC=CC=C1)OC1=C(C(=C(C(=C1F)F)[N+](=O)[O-])OCC=C)F (1-benzyloxy-3-(prop-2-enyloxy)-4-nitro-2,5,6-trifluorobenzene), Example 5. The solvent is FC(C(=O)O)(F)F (trifluoroacetic acid). Product: C(C=C)OC=1C(=C(C(=C(C1[N+](=O)[O-])F)F)O)F (3-(prop-2-enyloxy)-4-nitro-2,5,6-trifluorophenol). As a reaction SMILES: C([O:8][C:9]1[C:14]([F:15])=[C:13]([F:16])[C:12]([N+:17]([O-:19])=[O:18])=[C:11]([O:20][CH2:21][CH:22]=[CH2:23])[C:10]=1[F:24])C1C=CC=CC=1>FC(F)(F)C(O)=O>[CH2:21]([O:20][C:11]1[C:10]([F:24])=[C:9]([OH:8])[C:14]([F:15])=[C:13]([F:16])[C:12]=1[N+:17]([O-:19])=[O:18])[CH:22]=[CH2:23]. Procedure: 33.9 g of the 1-benzyloxy-3-(prop-2-enyloxy)-4-nitro-2,5,6-trifluorobenzene prepared as described in Example 5 (0.1 mol) are dissolved in 120 ml of trifluoroacetic acid in a three-neck flask fitted with reflux condenser and stirrer, and the mixture is then refluxed for 4 hours. The reaction solution is then allowed to cool to room temperature, and the crude product is extracted by shaking with 200 ml of ethyl acetate and 300 ml of water. The organic phase is washed three times with water, dried ... Starting materials: C(C)(C)(C)OC(=O)N1N=C(C2=CC=C(C=C12)OC1=C(C=CC=C1)F)C1=C(C=CC=C1)Cl (3-(2-Chloro-phenyl)-6-(2-fluoro-phenoxy)-indazole-1-carboxylic acid tert-butyl ester), C[O-].[Na+] (sodium methoxide). The solvent is CO (methanol). Product: ClC1=C(C=CC=C1)C1=NNC2=CC(=CC=C12)OC1=C(C=CC=C1)F (3-(2-Chloro-phenyl)-6-(2-fluoro-phenoxy)-1H-indazole). Yield: 62.0%. RXN SMILES: C(OC([N:8]1[C:16]2[C:11](=[CH:12][CH:13]=[C:14]([O:17][C:18]3[CH:23]=[CH:22][CH:21]=[CH:20][C:19]=3[F:24])[CH:15]=2)[C:10]([C:25]2[CH:30]=[CH:29][CH:28]=[CH:27][C:26]=2[Cl:31])=[N:9]1)=O)(C)(C)C.C[O-].[Na+]>CO>[Cl:31][C:26]1[CH:27]=[CH:28][CH:29]=[CH:30][C:25]=1[C:10]1[C:11]2[C:16](=[CH:15][C:14]([O:17][C:18]3[CH:23]=[CH:22][CH:21]=[CH:20][C:19]=3[F:24])=[CH:13][CH:12]=2)[NH:8][N:9]=1 |f:1.2|. Procedure details: A solution of 3-(2-Chloro-phenyl)-6-(2-fluoro-phenoxy)-indazole-1-carboxylic acid tert-butyl ester (90 mg, 0.2 mmol) and sodium methoxide (22 mg, 0.41 mmol) in methanol (2 mL) was stirred at room temperature for 1 h, and then concentrated under vacuum. The residue was diluted with EtOAc, washed with water, dried over Na2SO4 filtered, concentrated and the residue was purified by flash chromatography eluting with Hex:EtOAc 4:1 to yield 42 mg of 3-(2-Chloro-phenyl)-6-(2-fluoro-phenoxy)-1H-indazole:... The reactants are FC1=CC=C(C=C1)[C@H]1[C@@H](C1)CN(C1=C(C(=NC=C1)NN)C(F)(F)F)C (trans-N-((2-(4-fluorophenyl)cyclopropyl)methyl)-2-hydrazinyl-N-methyl-3-(trifluoromethyl)pyridin-4-amine), C([O-])([O-])=O.[Na+].[Na+] (sodium carbonate), FC(CC(=O)Cl)(F)F (3,3,3-trifluoropropionyl chloride). Run in CCOC(=O)C (EtOAc), C1CCOC1 (THF). Run at time 10 minute. Yields the product FC(CC(=O)NNC1=NC=CC(=C1C(F)(F)F)N(C)C[C@H]1[C@@H](C1)C1=CC=C(C=C1)F)(F)F (trans-3,3,3-trifluoro-N′-(4-(((2-(4-fluorophenyl)cyclopropyl)methyl)(methyl)amino)-3-(trifluoromethyl)pyridin-2-yl)propanehydrazide). Yield: 70.2%. RXN SMILES: [F:1][C:2]1[CH:7]=[CH:6][C:5]([C@@H:8]2[CH2:10][C@H:9]2[CH2:11][N:12]([CH3:25])[C:13]2[CH:18]=[CH:17][N:16]=[C:15]([NH:19][NH2:20])[C:14]=2[C:21]([F:24])([F:23])[F:22])=[CH:4][CH:3]=1.C(=O)([O-])[O-].[Na+].[Na+].[F:32][C:33]([F:39])([F:38])[CH2:34][C:35](Cl)=[O:36]>CCOC(C)=O.C1COCC1>[F:32][C:33]([F:39])([F:38])[CH2:34][C:35]([NH:20][NH:19][C:15]1[C:14]([C:21]([F:24])([F:22])[F:23])=[C:13]([N:12]([CH2:11][C@@H:9]2[CH2:10][C@H:8]2[C:5]2[CH:6]=[CH:7][C:2]([F:1])=[CH:3][CH:4]=2)[CH3:25])[CH:18]=[CH:17][N:16]=1)=[O:36] |f:1.2.3|. Reported procedure: To a mixture of trans-N-((2-(4-fluorophenyl)cyclopropyl)methyl)-2-hydrazinyl-N-methyl-3-(trifluoromethyl)pyridin-4-amine (0.5 g, 1.411 mmol) in EtOAc (6 mL), THF (6 mL) and 2.0 M of aqueous sodium carbonate (3.53 mL, 7.06 mmol) was added 3,3,3-trifluoropropionyl chloride (0.248 g, 1.693 mmol) dropwise at rt. The resulting mixture was stirred at under nitrogen for 10 min. The reaction mixture was partitioned between EtOAc/aqueous sodium bicarbonate. The aqueous layer was extracted with EtOAc (3×2... Reactants: C1(=CC=CC=C1)C1(CC(OC1)(C)C)C (4-phenyl-2,2,4-trimethyltetrahydrofuran), CC(C=O)(CC=C)C1=CC=CC=C1 (2-methyl-2-phenyl-4-pentenal), [H-].[Al+3].[Li+].[H-].[H-].[H-] (lithium aluminum hydride). Run in CCOCC (ether). Product: CC(CO)(CC=C)C1=CC=CC=C1 (2-methyl-2-phenyl-4-penten-1-ol). Isolated yield 96.0%. As a reaction SMILES: [C:1]1([C:7]2([CH3:14])[CH2:11][O:10][C:9](C)([CH3:12])[CH2:8]2)[CH:6]=[CH:5][CH:4]=[CH:3][CH:2]=1.CC(C1C=CC=CC=1)(CC=C)C=O.[H-].[Al+3].[Li+].[H-].[H-].[H-]>CCOCC>[CH3:14][C:7]([C:1]1[CH:2]=[CH:3][CH:4]=[CH:5][CH:6]=1)([CH2:8][CH:9]=[CH2:12])[CH2:11][OH:10] |f:2.3.4.5.6.7|. Reported procedure: Following the procedure of part (a) of Example I a 400 g sample of 2-methyl-2-phenyl-4-pentenal was reduced with 30 g of lithium aluminum hydride in 1200 ml of anhydrous ether. Usual workup and distillation afforded 386 g (96% yield) of the desired 2-methyl-2-phenyl-4-penten-1-ol (bp 112°-114° C./0.5 mm Hg) with a purity of 97%. Reaction conditions: temperature 65 celsius, time 8 hour. Reagents/catalysts: C=1C=CC(=CC1)[P](C=2C=CC=CC2)(C=3C=CC=CC3)[Pd]([P](C=4C=CC=CC4)(C=5C=CC=CC5)C=6C=CC=CC6)([P](C=7C=CC=CC7)(C=8C=CC=CC8)C=9C=CC=CC9)[P](C=1C=CC=CC1)(C=1C=CC=CC1)C=1C=CC=CC1 (tetrakis(triphenylphosphine)palladium(0)). Run in CN(C)C=O (DMF), [F-].[K+] (KF). Product: FC(C1=NC(=CC(=N1)OC1CCN(CC1)C(=O)OC(C)(C)C)C=C)(F)F (tert-Butyl 4-{[2-(trifluoromethyl)-6-vinylpyrimidin-4-yl]oxy}piperidine-1-carboxylate). The reactants are ClC1=CC(=NC(=N1)C(F)(F)F)OC1CCN(CC1)C(=O)OC(C)(C)C (tert-butyl 4-{[6-chloro-2-(trifluoromethyl)pyrimidin-4-yl]oxy}piperidine-1-carboxylate), (2-ethenyl)tri-n-butyltin, C(C)(=O)OCC (ethyl acetate). Procedure details: To a solution of tert-butyl 4-{[6-chloro-2-(trifluoromethyl)pyrimidin-4-yl]oxy}piperidine-1-carboxylate (0.742 g, 1.94 mmol) in DMF (8.7 mL) was added (2-ethenyl)tri-n-butyltin (0.682 mL, 2.33 mmol) and tetrakis(triphenylphosphine)palladium(0) (112 mg, 0.0972 mmol). The reaction solution was stirred at 65° C. overnight. The reaction solution was diluted with ethyl acetate and saturated KF solution. The aqueous layer was extracted with ethyl acetate three times. The combined organic solutions wer... RXN SMILES: Cl[C:2]1[N:7]=[C:6]([C:8]([F:11])([F:10])[F:9])[N:5]=[C:4]([O:12][CH:13]2[CH2:18][CH2:17][N:16]([C:19]([O:21][C:22]([CH3:25])([CH3:24])[CH3:23])=[O:20])[CH2:15][CH2:14]2)[CH:3]=1.[C:26](OCC)(=O)[CH3:27]>CN(C=O)C.[F-].[K+].C1C=CC([P]([Pd]([P](C2C=CC=CC=2)(C2C=CC=CC=2)C2C=CC=CC=2)([P](C2C=CC=CC=2)(C2C=CC=CC=2)C2C=CC=CC=2)[P](C2C=CC=CC=2)(C2C=CC=CC=2)C2C=CC=CC=2)(C2C=CC=CC=2)C2C=CC=CC=2)=CC=1>[F:9][C:8]([F:11])([F:10])[C:6]1[N:5]=[C:4]([O:12][CH:13]2[CH2:18][CH2:17][N:16]([C:19]([O:21][C:22]([CH3:25])([CH3:24])[CH3:23])=[O:20])[CH2:15][CH2:14]2)[CH:3]=[C:2]([CH:26]=[CH2:27])[N:7]=1 |f:3.4,^1:42,44,63,82|. The reactants are amine, Cl.NO (hydroxylamine hydrochloride), amine, Cl.CON (O-methylhydroxylamine hydrochloride), C=NO (oxime ether), C([O-])([O-])=O.[Na+].[Na+] (sodium carbonate), [F-].[Cs+] (cesium fluoride), CC=1NC(=CC1C1=NC(=CC=C1)C1=CC=C(C=2CCCCC12)O)C (2-(2,5-dimethylpyrrolyl)-6-[4-hydroxy-5,6,7,8-tetrahydro-naphthalen-1-yl]-pyridine), oxime methyl ether, C([O-])([O-])=O.[K+].[K+] (potassium carbonate), [I-].[Na+] (sodium iodide), CSC.B (borane methyl sulfide), ClC1C(CCCC1)=O (2-chlorocyclohexanone), ketone. Solvent: C(C)O (ethanol), CO (methanol), O1CCCC1 (tetrahydrofuran), C(C)O (ethanol), CN(C=O)C (dimethylformamide), C(C)N(CC)CC (triethylamine). Product: NC1C(CCCC1)OC1=CC=C(C=2CCCCC12)C1=CC=CC(=N1)N (6-[4-(2-Amino-cyclohexyloxy)-5,6,7,8-tetrahydro-naphthalen-1-yl]-pyridin-2-ylamine), hydrochloride salt. The yield is 89.0%. As a reaction SMILES: CC1NC(C)=CC=1[C:7]1[CH:12]=[CH:11][CH:10]=[C:9]([C:13]2[C:22]3[CH2:21][CH2:20][CH2:19][CH2:18][C:17]=3[C:16]([OH:23])=[CH:15][CH:14]=2)[N:8]=1.Cl[CH:26]1C[CH2:30][CH2:29][CH2:28][C:27]1=O.C(=O)([O-])[O-].[K+].[K+].[I-].[Na+].Cl.CON.[CH2:45]=[N:46]O.CSC.B.C(=O)([O-])[O-].[Na+].[Na+].[F-].[Cs+].Cl.[NH2:61]O>CN(C)C=O.CO.O1CCCC1.C(O)C.C(N(CC)CC)C>[NH2:46][CH:45]1[CH2:30][CH2:29][CH2:28][CH2:27][CH:26]1[O:23][C:16]1[C:17]2[CH2:18][CH2:19][CH2:20][CH2:21][C:22]=2[C:13]([C:9]2[N:8]=[C:7]([NH2:61])[CH:12]=[CH:11][CH:10]=2)=[CH:14][CH:15]=1 |f:2.3.4,5.6,7.8,10.11,12.13.14,15.16,17.18|. Procedure: Prepared as in Example 48, via the following four-step sequence: 2-(2,5-dimethylpyrrolyl)-6-[4-hydroxy-5,6,7,8-tetrahydro-naphthalen-1-yl]-pyridine was first alkylated with 2-chlorocyclohexanone, using potassium carbonate as the base and a catalytic amount of sodium iodide, in dimethylformamide at 80° C. for 24 hours, in 92% yield. The resulting ketone was converted to the oxime methyl ether using O-methylhydroxylamine hydrochloride and triethylamine in methanol at reflux for 16 h in 81% yield. ... Solvent: CC(=O)C (acetone). Reactants: O1CCOC12CC=C(CC2)C2=CC=C(C(=O)OC)C=C2 (methyl 4-(1,4-dioxaspiro(4.5)dec-7-en-8-yl)benzoate), C1(=CC=C(C=C1)S(=O)(=O)O)C (p-toluenesulfonic acid). RXN SMILES: O1[C:5]2([CH2:10][CH2:9][C:8]([C:11]3[CH:20]=[CH:19][C:14]([C:15]([O:17][CH3:18])=[O:16])=[CH:13][CH:12]=3)=[CH:7][CH2:6]2)[O:4]CC1.C1(C)C=CC(S(O)(=O)=O)=CC=1>CC(C)=O>[O:4]=[C:5]1[CH2:10][CH2:9][C:8]([C:11]2[CH:12]=[CH:13][C:14]([C:15]([O:17][CH3:18])=[O:16])=[CH:19][CH:20]=2)=[CH:7][CH2:6]1. Product: O=C1CC=C(CC1)C1=CC=C(C(=O)OC)C=C1 (methyl 4-(4-oxocyclohex-1-en-1-yl)benzoate). Procedure details: A solution of Example 420B (2.2 g) and p-toluenesulfonic acid (100 mg) in acetone (10 mL) was heated to reflux for 10 hours, filtered through a pad of silica gel (20 g), and concentrated to provide the desired product. The reactants are CC(C)(C)OC(=O)NC12C3C4C5C3C1C5C42, CO, Cl. Product: C12C3C4C1C1C2C3C41, [Cl-], [NH4+]. RXN SMILES: [C:2]([O:3][C:4](=[O:5])[NH:9][C:10]12[CH:11]3[CH:12]4[CH:13]5[CH:14]3[CH:15]1[CH:16]5[CH:17]24)([CH3:6])([CH3:7])[CH3:8].[CH3:18][OH:19].[ClH:1]>>[CH:10]12[CH:11]3[CH:12]4[CH:13]5[CH:14]3[CH:15]1[CH:16]5[CH:17]24.[Cl-:1].[NH4+:9]. Reactants: C1CCOC1, COc1ccc2c(c1)C(=O)CC2, CCOC(=O)CP(=O)(OCC)OCC, [H-], [Na+], O. The product is CCOC(=O)CC1CCc2ccc(OC)cc21. RXN SMILES: [CH2:30]1[O:31][CH2:32][CH2:33][CH2:34]1.[CH3:17][O:18][c:19]1[cH:20][cH:21][c:22]2[c:26]([cH:27]1)[C:25](=[O:28])[CH2:24][CH2:23]2.[CH3:3][CH2:4][O:5][C:6](=[O:7])[CH2:8][P:9]([O:10][CH2:11][CH3:12])([O:13][CH2:14][CH3:15])=[O:16].[H-:1].[Na+:2].[OH2:29]>>[CH3:3][CH2:4][O:5][C:6](=[O:7])[CH2:8][CH:25]1[CH2:24][CH2:23][c:22]2[cH:21][cH:20][c:19]([O:18][CH3:17])[cH:27][c:26]21. Yields the product O=C(NCC(NC(=O)c1sc(C(=O)NCc2cccc3[nH]ncc23)cc1C(F)(F)F)C(=O)O)c1cccs1. As a reaction SMILES: [CH2:44]1[O:45][CH2:46][CH2:47][CH2:48]1.[CH3:1][O:2][C:3]([CH:4]([CH2:5][NH:6][C:7](=[O:8])[c:9]1[s:10][cH:11][cH:12][cH:13]1)[NH:14][C:15](=[O:16])[c:17]1[s:18][c:19]([C:26]([NH:27][CH2:28][c:29]2[c:30]3[cH:31][n:32][nH:33][c:34]3[cH:35][cH:36][cH:37]2)=[O:38])[cH:20][c:21]1[C:22]([F:23])([F:24])[F:25])=[O:39].[ClH:43].[Li+:42].[OH-:41].[OH2:40].[OH2:49]>>[O:2]=[C:3]([CH:4]([CH2:5][NH:6][C:7](=[O:8])[c:9]1[s:10][cH:11][cH:12][cH:13]1)[NH:14][C:15](=[O:16])[c:17]1[s:18][c:19]([C:26]([NH:27][CH2:28][c:29]2[c:30]3[cH:31][n:32][nH:33][c:34]3[cH:35][cH:36][cH:37]2)=[O:38])[cH:20][c:21]1[C:22]([F:23])([F:24])[F:25])[OH:39]. Starting materials: C1CCOC1, COC(=O)C(CNC(=O)c1cccs1)NC(=O)c1sc(C(=O)NCc2cccc3[nH]ncc23)cc1C(F)(F)F, Cl, [Li+], [OH-], O, O.